From a dataset of the Open Reaction Database (ORD), a public repository of structured organic reaction records. describe an organic reaction: reactants, conditions, products, and yield The reactants are [Al+3], CCOc1ccc(Cc2nc3cc(NC(=O)OC)cnc3n2CC2CC2)cc1, CCOCC, ClCCl, Cl, [H-], [H-], [H-], [H-], [Li+]. The product is CCOc1ccc(Cc2nc3cc(NC)cnc3n2CC2CC2)cc1. As a reaction SMILES: [Al+3:31].[CH3:1][O:2][C:3]([NH:4][c:5]1[cH:6][c:7]2[c:8]([n:9][cH:10]1)[n:11]([CH2:24][CH:25]1[CH2:26][CH2:27]1)[c:12]([CH2:14][c:15]1[cH:16][cH:17][c:18]([O:21][CH2:22][CH3:23])[cH:19][cH:20]1)[n:13]2)=[O:28].[CH3:39][CH2:40][O:41][CH2:42][CH3:43].[Cl:36][CH2:37][Cl:38].[ClH:29].[H-:30].[H-:33].[H-:34].[H-:35].[Li+:32]>>[CH3:3][NH:4][c:5]1[cH:6][c:7]2[c:8]([n:9][cH:10]1)[n:11]([CH2:24][CH:25]1[CH2:26][CH2:27]1)[c:12]([CH2:14][c:15]1[cH:16][cH:17][c:18]([O:21][CH2:22][CH3:23])[cH:19][cH:20]1)[n:13]2. The reactants are C(C1=CC=CC=C1)OC(CN1N=C2C(CN(CC2)C)=C1)=O ((5-methyl-4,5,6,7-tetrahydro-pyrazolo[4,3-c]pyridin-2-yl)-acetic acid benzyl ester), ( B ). The solvent is CO (MeOH). Yields the product C(C1=CC=CC=C1)OC(CN1N=CC=2CN(CCC21)C)=O ((5-Methyl-4,5,6,7-tetrahydro-pyrazolo[4,3-c]pyridin-1-yl)-acetic acid benzyl ester). As a reaction SMILES: [CH2:1]([O:8][C:9](=[O:21])[CH2:10][N:11]1[CH:20]=[C:14]2[CH2:15][N:16]([CH3:19])[CH2:17][CH2:18][C:13]2=[N:12]1)[C:2]1[CH:7]=[CH:6][CH:5]=[CH:4][CH:3]=1>CO>[CH2:1]([O:8][C:9](=[O:21])[CH2:10][N:11]1[C:20]2[CH2:14][CH2:15][N:16]([CH3:19])[CH2:17][C:18]=2[CH:13]=[N:12]1)[C:2]1[CH:3]=[CH:4][CH:5]=[CH:6][CH:7]=1. Procedure details: The final compound was prepared using a method analogous to that of Example 14 step 14.2, (5-methyl-4,5,6,7-tetrahydro-pyrazolo[4,3-c]pyridin-2-yl)-acetic acid benzyl ester replacing intermediate 14.1 and using MeOH instead of MeOH/AcOH. LC-MS (B): tR=0.17 min; [M+H]+: 196.29. The reactants are CO, N, [Ni], N#Cc1ccc2ncccc2c1. Yields the product NCc1ccc2ncccc2c1. Reaction SMILES: [CH3:14][OH:15].[NH3:13].[Ni:16].[n:1]1[cH:2][cH:3][cH:4][c:5]2[cH:6][c:7]([C:11]#[N:12])[cH:8][cH:9][c:10]12>>[n:1]1[cH:2][cH:3][cH:4][c:5]2[cH:6][c:7]([CH2:11][NH2:12])[cH:8][cH:9][c:10]12.